Dataset: the Open Reaction Database (ORD), a public repository of structured organic reaction records. Task: describe an organic reaction: reactants, conditions, products, and yield The reactants are C(C)(=O)O[BH-](OC(C)=O)OC(C)=O.[Na+] (sodium triacetoxyborohydride), C(C)(=O)O (acetic acid), O1OOCCC1 (trioxane), C(C)(C)N(C(C)C)C (N-isopropyl-N-methylpropan-2-amine), C(Cl)Cl (DCM), NC1=C2C(=NC=N1)N(N=C2C2=CC(=CC(=C2)OC)F)C(C)C=2OC(C1=CC=CC=C1C2C#CCN(C(OCC2=CC=CC=C2)=O)C)=O (benzyl (3-(3-(1-(4-amino-3-(3-fluoro-5-methoxyphenyl)-1H-pyrazolo[3,4-d]pyrimidin-1-yl)ethyl)-1-oxo-1H-isochromen-4-yl)prop-2-yn-1-yl)(methyl)carbamate), C(Cl)Cl (DCM), C(Cl)Cl (DCM). The solvent is CCO (EtOH), B(Br)(Br)Br (BBr3). Conditions: temperature 0 celsius, time 8 hour. The product is Cl.NC1=C2C(=NC=N1)N(N=C2C2=CC(=CC(=C2)O)F)C(C)C=2OC(C1=CC=CC=C1C2C#CCN(C)C)=O (3-(1-(4-amino-3-(3-fluoro-5-hydroxyphenyl)-1H-pyrazolo[3,4-d]pyrimidin-1-yl)ethyl)-4-(3-(dimethylamino)prop-1-yn-1-yl)-1H-isochromen-1-one hydrochloride). Isolated yield 6.4%. Reaction SMILES: [NH2:1][C:2]1[N:7]=[CH:6][N:5]=[C:4]2[N:8]([CH:20]([C:22]3[O:23][C:24](=[O:47])[C:25]4[C:30]([C:31]=3[C:32]#[C:33][CH2:34][N:35]([CH3:46])[C:36](=O)OCC3C=CC=CC=3)=[CH:29][CH:28]=[CH:27][CH:26]=4)[CH3:21])[N:9]=[C:10]([C:11]3[CH:16]=[C:15]([O:17]C)[CH:14]=[C:13]([F:19])[CH:12]=3)[C:3]=12.O1CCCOO1.C(N(C)C(C)C)(C)C.C(O[BH-](OC(=O)C)OC(=O)C)(=O)C.[Na+].C(O)(=O)C.C(Cl)[Cl:81]>B(Br)(Br)Br.CCO>[ClH:81].[NH2:1][C:2]1[N:7]=[CH:6][N:5]=[C:4]2[N:8]([CH:20]([C:22]3[O:23][C:24](=[O:47])[C:25]4[C:30]([C:31]=3[C:32]#[C:33][CH2:34][N:35]([CH3:46])[CH3:36])=[CH:29][CH:28]=[CH:27][CH:26]=4)[CH3:21])[N:9]=[C:10]([C:11]3[CH:16]=[C:15]([OH:17])[CH:14]=[C:13]([F:19])[CH:12]=3)[C:3]=12 |f:3.4,9.10|. Procedure: To a solution of benzyl (3-(3-(1-(4-amino-3-(3-fluoro-5-methoxyphenyl)-1H-pyrazolo[3,4-d]pyrimidin-1-yl)ethyl)-1-oxo-1H-isochromen-4-yl)prop-2-yn-1-yl)(methyl)carbamate (100 mg, 0.158 mmol) in DCM (4 ml), 1M BBr3 in DCM (3 ml, 10.50 mmol) was added and the reaction was stirred overnight. Then, the solution was cooled to 0° C. and stirred for 1 h. Then, EtOH (1 ml) was added and solvent was removed under reduced. The resulting material was reacted in DCM (4 ml) with trioxane (0.049 ml, 0.472 mmol... Reactants: compound, BrC[C@H]([C@@H]1CCC(=O)O1)O (6-bromo-2,3,6-trideoxy-D-erythro-hexono-1,4-lactone). Solvent: [2H]C(Cl)(Cl)Cl (deuterochloroform). The product is BrC[C@@H]([C@H]1CCC(=O)O1)O (6-bromo-2,3,6-trideoxy-L-erythro-hexono-1,4-lactone). As a reaction SMILES: [Br:1][CH2:2][C@@H:3]([OH:10])[C@H:4]1[O:9][C:7](=[O:8])[CH2:6][CH2:5]1>[2H]C(Cl)(Cl)Cl>[Br:1][CH2:2][C@H:3]([OH:10])[C@@H:4]1[O:9][C:7](=[O:8])[CH2:6][CH2:5]1. Procedure details: An 1H-NMR test carried out in the presence of a chiral shift-reagent [10 mg of compound No. 8 in deuterochloroform (0.6 ml) in the presence of Europhium (hfc)3 ] confirmed the absence of the 6-bromo-2,3,6-trideoxy-D-erythro-hexono-1,4-lactone enantiomer). Starting materials: C(C=C)[Mg]Cl (allyl magnesium chloride), C(C1=CC=CC=C1)OC(N[C@@H](CI)C)=O (((R)-2-Iodo-1-methyl-ethyl)-carbamic acid benzyl ester). The reagents and catalysts are CSC.[Cu]Br (Copper (I) bromide-dimethyl sulfide). The solvent is C1CCOC1 (THF), C1CCOC1 (THF). Run at temperature -78 celsius, time 30 minute. The product is C(C1=CC=CC=C1)OC(N[C@@H](CCC=C)C)=O (((R)-1-Methyl-pent-4-enyl)-carbamic acid benzyl ester). RXN SMILES: [CH2:1]([Mg]Cl)[CH:2]=[CH2:3].[CH2:6]([O:13][C:14](=[O:20])[NH:15][C@H:16]([CH3:19])[CH2:17]I)[C:7]1[CH:12]=[CH:11][CH:10]=[CH:9][CH:8]=1>C1COCC1.CSC.[Cu]Br>[CH2:6]([O:13][C:14](=[O:20])[NH:15][C@H:16]([CH3:19])[CH2:17][CH2:3][CH:2]=[CH2:1])[C:7]1[CH:12]=[CH:11][CH:10]=[CH:9][CH:8]=1 |f:3.4|. Procedure details: Copper (I) bromide-dimethyl sulfide (1.93 g, 9.4 mmol) was dissolved in distilled THF (24 ml), then was cooled to −78 degrees C. A solution of allyl magnesium chloride (9.4 ml, 2M in THF, Aldrich) was added dropwise, then the solution was stirred for 30 minutes. ((R)-2-Iodo-1-methyl-ethyl)-carbamic acid benzyl ester (1.5 g, 4.7 mmol) in distilled THF (3 ml) was added dropwise, then the reaction was warmed to −40 degrees C. and was stirred for 2.5 h. The reaction mixture was quenched with aq. sat... Starting materials: [O-]O.C1(=CC=CC=C1)C(C)C (cumene hydroperoxide), CC(C1=CC(=CC=C1)CO)C (α,α-dimethyl-m-tolylcarbinol), C1(=CC=CC=C1)C(C)C (cumene). Conditions: time 3 hour. Product: C(C)(C)(C1=CC=CC=C1)OOC1=C(C=CC=C1C)C(C)C (cumyl-m-cymylperoxide). Yield: 90.0%. RXN SMILES: [O-:1][OH:2].[C:3]1([CH:9]([CH3:11])[CH3:10])[CH:8]=[CH:7][CH:6]=[CH:5][CH:4]=1.[CH3:12][CH:13]([CH3:22])[C:14]1[CH:19]=[CH:18][CH:17]=[C:16]([CH2:20]O)[CH:15]=1.C1(C(C)C)C=CC=CC=1>>[C:9]([O:1][O:2][C:15]1[C:16]([CH3:20])=[CH:17][CH:18]=[CH:19][C:14]=1[CH:13]([CH3:22])[CH3:12])([C:3]1[CH:8]=[CH:7][CH:6]=[CH:5][CH:4]=1)([CH3:11])[CH3:10] |f:0.1|. Procedure: To a mixture of 76 g (0.5 mole) of cumene hydroperoxide, 75 g (0.5 mole) of α,α-dimethyl-m-tolylcarbinol and 15 g of cumene was added 2 g of synthetic silica-alumina, and reaction was carried out at 60° C. for 3 hours while blowing nitrogen, to obtain cumyl-m-cymylperoxide in a yield of 90%. The reactants are C1(=CC=CC=C1)S(=O)(=O)C=1C(=NN2C1N=C(C=C2O)CN(C)C)SC (3-benzenesulphonyl-5-dimethylaminomethyl-2-methylsulphanyl-pyrazolo[1,5-a]pyrimidin-7-ol), O=P(Cl)(Cl)Cl (POCl3). Yields the product C1(=CC=CC=C1)S(=O)(=O)C=1C(=NN2C1N=C(C=C2Cl)CN(C)C)SC ((3-benzenesulphonyl-7-chloro-2-methylsulphanyl-pyrazolo[1,5-a]pyrimidin-5-ylmethyl)-dimethyl-amine). The yield is 88.0%. RXN SMILES: [C:1]1([S:7]([C:10]2[C:11]([S:24][CH3:25])=[N:12][N:13]3[C:18](O)=[CH:17][C:16]([CH2:20][N:21]([CH3:23])[CH3:22])=[N:15][C:14]=23)(=[O:9])=[O:8])[CH:6]=[CH:5][CH:4]=[CH:3][CH:2]=1.O=P(Cl)(Cl)[Cl:28]>>[C:1]1([S:7]([C:10]2[C:11]([S:24][CH3:25])=[N:12][N:13]3[C:18]([Cl:28])=[CH:17][C:16]([CH2:20][N:21]([CH3:23])[CH3:22])=[N:15][C:14]=23)(=[O:9])=[O:8])[CH:6]=[CH:5][CH:4]=[CH:3][CH:2]=1. Procedure details: A suspension of 1.3 g (3.43 mmol) of 3-benzenesulphonyl-5-dimethylaminomethyl-2-methylsulphanyl-pyrazolo[1,5-a]pyrimidin-7-ol in 50 ml of POCl3 was heated at reflux for 3 hrs. The reaction solution was cooled to RT and evaporated. The residue was treated with 100 ml of ice-water and the pH value of the solution was adjusted to 8 with sat. NaHCO3 solution. The aqueous phase was extracted three times with 100 ml of CH2Cl2 and the organic phases were dried (MgSO4), filtered and evaporated. Chromato... The reactants are CC(C)(C)OC(=O)n1ncc2cc([N+](=O)[O-])ccc21, CCOC(C)=O, [Pd]. Yields the product CC(C)(C)OC(=O)n1ncc2cc(N)ccc21. RXN SMILES: [C:1]([CH3:2])([CH3:3])([CH3:4])[O:5][C:6](=[O:7])[n:8]1[n:9][cH:10][c:11]2[cH:12][c:13]([N+:17]([O-:18])=[O:19])[cH:14][cH:15][c:16]12.[CH3:21][CH2:22][O:23][C:24](=[O:25])[CH3:26].[Pd:20]>>[C:1]([CH3:2])([CH3:3])([CH3:4])[O:5][C:6](=[O:7])[n:8]1[n:9][cH:10][c:11]2[cH:12][c:13]([NH2:17])[cH:14][cH:15][c:16]12. Reactants: C1=C(C=CC=2CCCCC12)O (5,6,7,8-tetrahydro-2-naphthol), ClC1=CC(=C(C=C1C)[N+](=O)[O-])C (4-chloro-2,5-dimethylnitrobenzene), C([O-])([O-])=O.[K+].[K+] (potassium carbonate). Solvent: CN(C=O)C (N,N-dimethylformamide). Run at temperature 0 celsius, time 15 minute. Yields the product C1=C(C=CC=2CCCCC12)OC1=CC(=C(C=C1C)[N+](=O)[O-])C (4-(5,6,7,8-Tetrahydro-2-naphthoxy)-2,5-dimethylnitrobenzene). Isolated yield 70.0%. Reaction SMILES: [CH:1]1[C:10]2[CH2:9][CH2:8][CH2:7][CH2:6][C:5]=2[CH:4]=[CH:3][C:2]=1[OH:11].Cl[C:13]1[C:18]([CH3:19])=[CH:17][C:16]([N+:20]([O-:22])=[O:21])=[C:15]([CH3:23])[CH:14]=1.C(=O)([O-])[O-].[K+].[K+]>CN(C)C=O>[CH:1]1[C:10]2[CH2:9][CH2:8][CH2:7][CH2:6][C:5]=2[CH:4]=[CH:3][C:2]=1[O:11][C:13]1[C:18]([CH3:19])=[CH:17][C:16]([N+:20]([O-:22])=[O:21])=[C:15]([CH3:23])[CH:14]=1 |f:2.3.4|. Reported procedure: 4.4 g (29.6 mmol) of 5,6,7,8-tetrahydro-2-naphthol, 5.0 g (26.9 mmol) of 4-chloro-2,5-dimethylnitrobenzene and 5.2 g (37.7 mmol) of potassium carbonate are refluxed in 50 ml of N,N-dimethylformamide for 12 h, poured onto ice, stirred at 0° C. for 15 min, and then filtered. The solid is washed with water and hexane and dried under reduced pressure (6.0 g, 98.0% purity, 70.0% yield, log P (pH 2.3)=5.86).